Task: describe an organic reaction: reactants, conditions, products, and yield. Dataset: the Open Reaction Database (ORD), a public repository of structured organic reaction records Starting materials: ClC1=C(C(=C(C=C1OC)OC)Cl)C1=CC2=C(C=N1)C(=NN2)C=2C=NN(C2)CC(=O)O ({4-[6-(2,6-dichloro-3,5-dimethoxyphenyl)-1H-pyrazolo[4,3-c]pyridin-3-yl]-1H-pyrazol-1-yl}acetic acid), Cl.F[C@@H]1CNCC1 ((3S)-3-fluoropyrrolidine hydrochloride). Product: ClC1=C(C(=C(C=C1OC)OC)Cl)C1=CC2=C(C=N1)C(=NN2)C=2C=NN(C2)CC(=O)N2C[C@H](CC2)F (6-(2,6-Dichloro-3,5-dimethoxyphenyl)-3-(1-{2-[(3S)-3-fluoropyrrolidin-1-yl]-2-oxoethyl}-1H-pyrazol-4-yl)-1H-pyrazolo[4,3-c]pyridine). As a reaction SMILES: [Cl:1][C:2]1[C:7]([O:8][CH3:9])=[CH:6][C:5]([O:10][CH3:11])=[C:4]([Cl:12])[C:3]=1[C:13]1[N:18]=[CH:17][C:16]2[C:19]([C:22]3[CH:23]=[N:24][N:25]([CH2:27][C:28]([OH:30])=O)[CH:26]=3)=[N:20][NH:21][C:15]=2[CH:14]=1.Cl.[F:32][C@H:33]1[CH2:37][CH2:36][NH:35][CH2:34]1>>[Cl:12][C:4]1[C:5]([O:10][CH3:11])=[CH:6][C:7]([O:8][CH3:9])=[C:2]([Cl:1])[C:3]=1[C:13]1[N:18]=[CH:17][C:16]2[C:19]([C:22]3[CH:23]=[N:24][N:25]([CH2:27][C:28]([N:35]4[CH2:36][CH2:37][C@H:33]([F:32])[CH2:34]4)=[O:30])[CH:26]=3)=[N:20][NH:21][C:15]=2[CH:14]=1 |f:1.2|. Procedure: This compound was prepared by using procedures analogous to those described for the synthesis of Example 36, Step 2, starting from {4-[6-(2,6-dichloro-3,5-dimethoxyphenyl)-1H-pyrazolo[4,3-c]pyridin-3-yl]-1H-pyrazol-1-yl}acetic acid and (3S)-3-fluoropyrrolidine hydrochloride. LCMS (M+H)+=519.1/521.1. Reactants: [OH-].[Na+] (sodium hydroxide), N1(CCCCC1)C1=CC=C(C#N)C=C1 (4-piperidin-1-yl-benzonitrile), NNC(=S)N (thiosemicarbazide), FC(C(=O)O)(F)F (trifluoroacetic acid). Solvent: C1(=CC=CC=C1)C (toluene), O (water). Conditions: temperature 60 celsius, time 6 hour. The product is N1(CCCCC1)C1=CC=C(C=C1)C1=NN=C(S1)N (5-(4-piperidin-1-yl-phenyl)-[1,3,4]thiadiazol-2-yl-amine). The yield is 85.4%. As a reaction SMILES: [N:1]1([C:7]2[CH:14]=[CH:13][C:10]([C:11]#[N:12])=[CH:9][CH:8]=2)[CH2:6][CH2:5][CH2:4][CH2:3][CH2:2]1.N[NH:16][C:17]([NH2:19])=[S:18].FC(F)(F)C(O)=O.[OH-].[Na+]>C1(C)C=CC=CC=1.O>[N:1]1([C:7]2[CH:14]=[CH:13][C:10]([C:11]3[S:18][C:17]([NH2:19])=[N:16][N:12]=3)=[CH:9][CH:8]=2)[CH2:2][CH2:3][CH2:4][CH2:5][CH2:6]1 |f:3.4|. Procedure details: To a solution of 4-piperidin-1-yl-benzonitrile (3 g) and thiosemicarbazide (1.8 g) in toluene (30 ml) was added trifluoroacetic acid (20 ml) and the mixture was stirred at 60° C. for 6 hours. The reaction mixture was placed in water, the solution was adjusted to pH 9 with 1N sodium hydroxide and the precipitate was collected by filtration to give 5-(4-piperidin-1-yl-phenyl)-[1,3,4]thiadiazol-2-yl-amine (3.58 g). Reactants: Cc1ccccc1, Cc1cc(-c2ccc(C(F)(F)F)cc2)sc1C(O)C1CCCCC1, O=S(Cl)Cl. Product: Cc1cc(-c2ccc(C(F)(F)F)cc2)sc1C(Cl)C1CCCCC1. As a reaction SMILES: [CH3:29][c:30]1[cH:31][cH:32][cH:33][cH:34][cH:35]1.[CH:1]1([CH:7]([OH:8])[c:9]2[s:10][c:11](-[c:15]3[cH:16][cH:17][c:18]([C:21]([F:22])([F:23])[F:24])[cH:19][cH:20]3)[cH:12][c:13]2[CH3:14])[CH2:2][CH2:3][CH2:4][CH2:5][CH2:6]1.[S:25]([Cl:26])([Cl:27])=[O:28]>>[CH:1]1([CH:7]([c:9]2[s:10][c:11](-[c:15]3[cH:16][cH:17][c:18]([C:21]([F:22])([F:23])[F:24])[cH:19][cH:20]3)[cH:12][c:13]2[CH3:14])[Cl:27])[CH2:2][CH2:3][CH2:4][CH2:5][CH2:6]1. Reactants: Cc1csc(C(O)(c2ccc(Cl)cc2)C2CCOC2=O)c1, ClCCl, O=C(OC(=O)C(F)(F)F)C(F)(F)F, O, O=C(O)C(F)(F)F. The product is Cc1csc(C(=C2CCOC2=O)c2ccc(Cl)cc2)c1. As a reaction SMILES: [Cl:21][c:22]1[cH:23][cH:24][c:25]([C:28]([c:29]2[s:30][cH:31][c:32]([CH3:34])[cH:33]2)([OH:35])[CH:36]2[C:37](=[O:41])[O:38][CH2:39][CH2:40]2)[cH:26][cH:27]1.[Cl:42][CH2:43][Cl:44].[F:1][C:2]([F:3])([F:4])[C:5]([O:6][C:7](=[O:8])[C:9]([F:10])([F:11])[F:12])=[O:13].[OH2:45].[OH:14][C:15]([C:16]([F:17])([F:18])[F:19])=[O:20]>>[Cl:21][c:22]1[cH:23][cH:24][c:25]([C:28]([c:29]2[s:30][cH:31][c:32]([CH3:34])[cH:33]2)=[C:36]2[C:37](=[O:41])[O:38][CH2:39][CH2:40]2)[cH:26][cH:27]1. Reactants: C1CCOC1, [Li]CCCC, CNCCN(C)C, ClC(Cl)(Cl)C(Cl)(Cl)Cl, Cl, COc1cc(C=O)ccc1F. Yields the product COc1c(F)ccc(C=O)c1Cl. Reaction SMILES: [CH2:33]1[O:34][CH2:35][CH2:36][CH2:37]1.[CH2:8]([Li:9])[CH2:10][CH2:11][CH3:12].[CH3:1][N:2]([CH3:3])[CH2:4][CH2:5][NH:6][CH3:7].[Cl:24][C:25]([C:26]([Cl:27])([Cl:28])[Cl:29])([Cl:30])[Cl:31].[ClH:32].[F:13][c:14]1[c:15]([O:22][CH3:23])[cH:16][c:17]([CH:18]=[O:19])[cH:20][cH:21]1>>[F:13][c:14]1[c:15]([O:22][CH3:23])[c:16]([Cl:24])[c:17]([CH:18]=[O:19])[cH:20][cH:21]1.